From a dataset of the Open Reaction Database (ORD), a public repository of structured organic reaction records. describe an organic reaction: reactants, conditions, products, and yield The reactants are CC(=O)[O-], CCO, CC(=O)c1ccc(C)cc1, Cl, [Na+], NO. Yields the product CC(=NO)c1ccc(C)cc1. Reaction SMILES: [CH3:15][C:16](=[O:17])[O-:18].[CH3:19][CH2:20][OH:21].[CH3:1][c:2]1[cH:3][cH:4][c:5]([C:8]([CH3:9])=[O:10])[cH:6][cH:7]1.[ClH:11].[Na+:14].[OH:12][NH2:13]>>[CH3:1][c:2]1[cH:3][cH:4][c:5]([C:8]([CH3:9])=[N:13][OH:12])[cH:6][cH:7]1. Reactants: aqueous solution, [OH-].[Na+] (sodium hydroxide), Cl.C(N)(=O)[C@H]1NC[C@H](C1)SCC1=CC=C(C=C1)OC ((2S,4S)-2-carbamoyl-4-(4-methoxybenzylthio)pyrrolidine hydrochloride). Solvent: Cl (hydrochloric acid). Run at time 1.5 hour. The product is COC1=CC=C(CS[C@H]2C[C@H](NC2)C(=O)O)C=C1 ((2S,4S)-4-(4-Methoxybenzylthio)-2-pyrrolidinecarboxylic acid). Reaction SMILES: Cl.[C:2]([C@@H:5]1[CH2:9][C@H:8]([S:10][CH2:11][C:12]2[CH:17]=[CH:16][C:15]([O:18][CH3:19])=[CH:14][CH:13]=2)[CH2:7][NH:6]1)(=[O:4])N.[OH-:20].[Na+]>Cl>[CH3:19][O:18][C:15]1[CH:16]=[CH:17][C:12]([CH2:11][S:10][C@@H:8]2[CH2:7][NH:6][C@H:5]([C:2]([OH:20])=[O:4])[CH2:9]2)=[CH:13][CH:14]=1 |f:0.1,2.3|. Procedure details: 4.0 g of (2S,4S)-2-carbamoyl-4-(4-methoxybenzylthio)pyrrolidine hydrochloride were dissolved in 40 ml of 2N aqueous hydrochloric acid, and the resulting solution was stirred for 1.5 hours on an oil bath at 95°-100° C. At the end of this time, the solution was cooled to room temperature, and then about 40 ml of a 2N aqueous solution of sodium hydroxide were added to the solution, whilst stirring, to adjust its pH to a value of between 4 and 6. The crystals which separated were collected by filtra...